From a dataset of the Open Reaction Database (ORD), a public repository of structured organic reaction records. describe an organic reaction: reactants, conditions, products, and yield Reactants: CO, FC(F)(F)c1ccc2cccnc2c1, O, O=S(=O)(O)O. Product: COC(=O)c1ccc2cccnc2c1. RXN SMILES: [CH3:21][OH:22].[F:1][C:2]([c:3]1[cH:4][cH:5][c:6]2[cH:7][cH:8][cH:9][n:10][c:11]2[cH:12]1)([F:13])[F:14].[OH2:20].[S:15](=[O:16])(=[O:17])([OH:18])[OH:19]>>[C:2]([c:3]1[cH:4][cH:5][c:6]2[cH:7][cH:8][cH:9][n:10][c:11]2[cH:12]1)(=[O:20])[O:22][CH3:21]. Starting materials: CCO, COc1ccccc1CC#N, Cl. The product is CCOC(=N)Cc1ccccc1OC, Cl. Reaction SMILES: [CH3:13][CH2:14][OH:15].[CH3:1][O:2][c:3]1[c:4]([CH2:9][C:10]#[N:11])[cH:5][cH:6][cH:7][cH:8]1.[ClH:12]>>[CH3:1][O:2][c:3]1[c:4]([CH2:9][C:10](=[NH:11])[O:15][CH2:14][CH3:13])[cH:5][cH:6][cH:7][cH:8]1.[ClH:12]. Starting materials: [Si](C)(C)(C)C#N (TMSCN), NC=1C=CC(=NC1)CCCC#N (4-(5-aminopyridin-2-yl)butanenitrile), CC(=O)C (acetone). The reagents and catalysts are [Cl-].[Cl-].[Zn+2] (ZnCl2). Yields the product C(#N)C(C)(C)NC=1C=CC(=NC1)CCCC#N (4-(5-((2-cyanopropan-2-yl)amino)pyridin-2-yl)butanenitrile). Isolated yield 102.2%. As a reaction SMILES: [Si]([C:5]#[N:6])(C)(C)C.[NH2:7][C:8]1[CH:9]=[CH:10][C:11]([CH2:14][CH2:15][CH2:16][C:17]#[N:18])=[N:12][CH:13]=1.[CH3:19][C:20]([CH3:22])=O>[Cl-].[Cl-].[Zn+2]>[C:5]([C:20]([NH:7][C:8]1[CH:9]=[CH:10][C:11]([CH2:14][CH2:15][CH2:16][C:17]#[N:18])=[N:12][CH:13]=1)([CH3:22])[CH3:19])#[N:6] |f:3.4.5|. Reported procedure: TMSCN (0.24 mL, 1.8 mmol) was added to a mixture of compound 78 (100 mg, 0.6 mmol), acetone (0.27 mL, 3.6 mmol) and ZnCl2 (10 mg, 0.08 mmol) with stirring. The reaction mixture was stirred at room temperature for 1 h and concentrated in vacuo. The residue was diluted with water and extracted with DCM. The combined organic layers were washed with brine, dried over Na2SO4 and concentrated to dryness to give compound 79 (140 mg, 98%) as a light yellow oil. The crude product was used directly for th... Reactants: ClC1=C(C=CC=C1)/C=C/C(=O)C1=CC=C(S1)C(=O)O ((E)-5-(3-(2-chlorophenyl)acryloyl)thiophene-2-carboxylic acid), Cl (HCl), NC(=O)N (urea), CC(C)([O-])C.[Na+] (sodium t-butoxide). Solvent: O1CCOCC1 (1,4-dioxane). Run at temperature 80 celsius, time 8 hour. Product: ClC1=C(C=CC=C1)C1=CC(=NC(N1)=O)C1=CC=C(S1)C(=O)O (5-[6-(2-Chlorophenyl)-2-oxo-1,2-dihydropyrimidin-4-yl]thiophene-2-carboxylic acid). Isolated yield 65.4%. As a reaction SMILES: [Cl:1][C:2]1[CH:7]=[CH:6][CH:5]=[CH:4][C:3]=1/[CH:8]=[CH:9]/[C:10]([C:12]1[S:16][C:15]([C:17]([OH:19])=[O:18])=[CH:14][CH:13]=1)=O.[NH2:20][C:21]([NH2:23])=[O:22].CC(C)([O-])C.[Na+].Cl>O1CCOCC1>[Cl:1][C:2]1[CH:7]=[CH:6][CH:5]=[CH:4][C:3]=1[C:8]1[NH:23][C:21](=[O:22])[N:20]=[C:10]([C:12]2[S:16][C:15]([C:17]([OH:19])=[O:18])=[CH:14][CH:13]=2)[CH:9]=1 |f:2.3|. Procedure: (E)-5-(3-(2-chlorophenyl)acryloyl)thiophene-2-carboxylic acid (1.0 g, 3.4 mmol), urea (1.0 g, 16.6 mmol), and sodium t-butoxide (1.6 g, 16.6 mmol) were suspended in 17 mL of 1,4-dioxane. The reaction mixture was stirred overnight at 80° C. After cooling, the suspension was neutralized by the addition of 1M HCl. The precipitate was filtered, washed with water and air dried to give 740 mg of product. 1H NMR (400 MHz, d6-DMSO): δ 7.89 (s, 1H), 7.63 (m, 2H), 7.56 (t, 1H), 7.50 (t, 1H), 7.24 (d, 1H),... The reactants are C[Si](OCC1C2=C3C(=C4C(=C2C2=C5C(=C6C(=C12)C=CC=C6)C=CC=C5)C=CC=C4)C=CC=C3)(C)C (17-(trimethylsilyl)oxymethyl-tetrabenzo(a,c,g,i)fluorene), C(=O)(Cl)Cl (phosgene). Solvent: ClCCl (dichloromethane). Reaction conditions: time 48 hour. The product is ClC(=O)OCC1C2=C3C(=C4C(=C2C2=C5C(=C6C(=C12)C=CC=C6)C=CC=C5)C=CC=C4)C=CC=C3 (17-Tetrabenzo(a,c,g,i)fluorenylmethyl chloroformate). Reaction SMILES: C[Si](C)(C)[O:3][CH2:4][CH:5]1[C:17]2[C:12](=[C:13]3[CH:25]=[CH:24][CH:23]=[CH:22][C:14]3=[C:15]3[CH:21]=[CH:20][CH:19]=[CH:18][C:16]3=2)[C:11]2[C:6]1=[C:7]1[CH:33]=[CH:32][CH:31]=[CH:30][C:8]1=[C:9]1[CH:29]=[CH:28][CH:27]=[CH:26][C:10]1=2.[C:36](Cl)([Cl:38])=[O:37]>ClCCl>[Cl:38][C:36]([O:3][CH2:4][CH:5]1[C:17]2[C:12](=[C:13]3[CH:25]=[CH:24][CH:23]=[CH:22][C:14]3=[C:15]3[CH:21]=[CH:20][CH:19]=[CH:18][C:16]3=2)[C:11]2[C:6]1=[C:7]1[CH:33]=[CH:32][CH:31]=[CH:30][C:8]1=[C:9]1[CH:29]=[CH:28][CH:27]=[CH:26][C:10]1=2)=[O:37]. Procedure details: To a solution of 17-(trimethylsilyl)oxymethyl-tetrabenzo(a,c,g,i)fluorene (0.177 g, 0.38 mmol) in dichloromethane (5 ml) was added phosgene (1.5 ml, 2.9 mmol; 7.5 equiv; 1.93M in toluene). The reaction mixture was heated under reflux for 2 h and then stirred at room temperature for 48 h, under nitrogen. The solvent was removed in vacuo to give compound (37) as a yellow solid which was recrystallized from dichloromethane/n-hexane (36.9 mg, 21%); m.p. 188-189° C.; (Found: C, 80.9; H, 4.29; N, 0.45...